This data is from the Open Reaction Database (ORD), a public repository of structured organic reaction records. The task is: describe an organic reaction: reactants, conditions, products, and yield Reactants: CCO, CCOC(C)=O, O=C1c2ccccc2C(=O)N1CCn1nc2c(-c3ccc(Cl)cc3)c(-c3ccc(Cl)cc3)cnn2c1=O. The product is NCCn1nc2c(-c3ccc(Cl)cc3)c(-c3ccc(Cl)cc3)cnn2c1=O. As a reaction SMILES: [CH3:38][CH2:39][OH:40].[CH3:41][CH2:42][O:43][C:44](=[O:45])[CH3:46].[Cl:1][c:2]1[cH:3][cH:4][c:5](-[c:8]2[c:9](-[c:31]3[cH:32][cH:33][c:34]([Cl:37])[cH:35][cH:36]3)[c:10]3[n:11]([n:12][cH:13]2)[c:14](=[O:30])[n:15]([CH2:17][CH2:18][N:19]2[C:20](=[O:21])[c:22]4[c:23]([cH:24][cH:25][cH:26][cH:27]4)[C:28]2=[O:29])[n:16]3)[cH:6][cH:7]1>>[Cl:1][c:2]1[cH:3][cH:4][c:5](-[c:8]2[c:9](-[c:31]3[cH:32][cH:33][c:34]([Cl:37])[cH:35][cH:36]3)[c:10]3[n:11]([n:12][cH:13]2)[c:14](=[O:30])[n:15]([CH2:17][CH2:18][NH2:19])[n:16]3)[cH:6][cH:7]1. The reactants are BrCCCOc1ccccc1, CN(C)P(=O)(N(C)C)N(C)C, CCOC(=O)c1ccc(N)cc1, O. Product: CCOC(=O)c1ccc(NCCCOc2ccccc2)cc1. RXN SMILES: [Br:13][CH2:14][CH2:15][CH2:16][O:17][c:18]1[cH:19][cH:20][cH:21][cH:22][cH:23]1.[CH3:24][N:25]([P:26]([N:27]([CH3:28])[CH3:29])([N:30]([CH3:31])[CH3:32])=[O:33])[CH3:34].[NH2:1][c:2]1[cH:3][cH:4][c:5]([C:6](=[O:7])[O:8][CH2:9][CH3:10])[cH:11][cH:12]1.[OH2:35]>>[NH:1]([c:2]1[cH:3][cH:4][c:5]([C:6](=[O:7])[O:8][CH2:9][CH3:10])[cH:11][cH:12]1)[CH2:14][CH2:15][CH2:16][O:17][c:18]1[cH:19][cH:20][cH:21][cH:22][cH:23]1. Reactants: ClC1=NC2=C3C(=C4C(=C2N=C1)C=CC=C4)C=CC=C3 (2-chlorodibenzo[f,h]quinoxaline), C1=CC=C(C=2SC3=C(C21)C=CC=C3)C=3C=C(C=CC3)B(O)O (3-(dibenzothiophen-4-yl)phenylboronic acid), C1(=CC=CC=C1)C (toluene), aqueous solution, C([O-])([O-])=O.[K+].[K+] (potassium carbonate). The reagents and catalysts are C=1C=CC(=CC1)[P](C=2C=CC=CC2)(C=3C=CC=CC3)[Pd]([P](C=4C=CC=CC4)(C=5C=CC=CC5)C=6C=CC=CC6)([P](C=7C=CC=CC7)(C=8C=CC=CC8)C=9C=CC=CC9)[P](C=1C=CC=CC1)(C=1C=CC=CC1)C=1C=CC=CC1 (tetrakis(triphenylphosphine)palladium(0)). Run in C(C)O (ethanol). Yields the product C1=CC=C(C=2SC3=C(C21)C=CC=C3)C=3C=C(C=CC3)C3=NC2=C1C(=C4C(=C2N=C3)C=CC=C4)C=CC=C1 (2-[3-(Dibenzothiophen-4-yl)phenyl]dibenzo[f,h]quinoxaline). Reaction SMILES: Cl[C:2]1[CH:11]=[N:10][C:9]2[C:4](=[C:5]3[CH:19]=[CH:18][CH:17]=[CH:16][C:6]3=[C:7]3[CH:15]=[CH:14][CH:13]=[CH:12][C:8]3=2)[N:3]=1.[CH:20]1[C:28]2[C:27]3[CH:29]=[CH:30][CH:31]=[CH:32][C:26]=3[S:25][C:24]=2[C:23]([C:33]2[CH:34]=[C:35](B(O)O)[CH:36]=[CH:37][CH:38]=2)=[CH:22][CH:21]=1.C1(C)C=CC=CC=1.C(=O)([O-])[O-].[K+].[K+]>C1C=CC([P]([Pd]([P](C2C=CC=CC=2)(C2C=CC=CC=2)C2C=CC=CC=2)([P](C2C=CC=CC=2)(C2C=CC=CC=2)C2C=CC=CC=2)[P](C2C=CC=CC=2)(C2C=CC=CC=2)C2C=CC=CC=2)(C2C=CC=CC=2)C2C=CC=CC=2)=CC=1.C(O)C>[CH:20]1[C:28]2[C:27]3[CH:29]=[CH:30][CH:31]=[CH:32][C:26]=3[S:25][C:24]=2[C:23]([C:33]2[CH:34]=[C:35]([C:2]3[CH:11]=[N:10][C:9]4[C:4](=[C:5]5[CH:19]=[CH:18][CH:17]=[CH:16][C:6]5=[C:7]5[CH:15]=[CH:14][CH:13]=[CH:12][C:8]5=4)[N:3]=3)[CH:36]=[CH:37][CH:38]=2)=[CH:22][CH:21]=1 |f:3.4.5,^1:58,60,79,98|. Reported procedure: First, 5.3 g (20 mmol) of 2-chlorodibenzo[f,h]quinoxaline, 6.1 g (20 mmol) of 3-(dibenzothiophen-4-yl)phenylboronic acid, 460 mg (0.4 mmol) of tetrakis(triphenylphosphine)palladium(0), 300 mL of toluene, 20 mL of ethanol, and 20 mL of a 2M aqueous solution of potassium carbonate were put in a 2-L three-neck flask. The mixture was degassed by being stirred under reduced pressure, and the air in the three-neck flask was replaced with nitrogen. This mixture was stirred under a nitrogen stream at 10... The reactants are CC(C)(C)OC(=O)NC(Cc1ccc2ccccc2c1)C(N)=O, COc1ccc(P2(=S)SP(=S)(c3ccc(OC)cc3)S2)cc1, C1COCCO1. The product is CC(C)(C)OC(=O)NC(Cc1ccc2ccccc2c1)C(N)=S. RXN SMILES: [C:1]([CH3:2])([CH3:3])([CH3:4])[O:5][C:6](=[O:7])[NH:8][CH:9]([C:10](=[O:11])[NH2:12])[CH2:13][c:14]1[cH:15][c:16]2[cH:17][cH:18][cH:19][cH:20][c:21]2[cH:22][cH:23]1.[CH3:24][O:25][c:26]1[cH:27][cH:28][c:29]([P:30]2(=[S:31])[S:32][P:34](=[S:35])([c:36]3[cH:37][cH:38][c:39]([O:40][CH3:41])[cH:42][cH:43]3)[S:33]2)[cH:44][cH:45]1.[O:46]1[CH2:47][CH2:48][O:49][CH2:50][CH2:51]1>>[C:1]([CH3:2])([CH3:3])([CH3:4])[O:5][C:6](=[O:7])[NH:8][CH:9]([C:10]([NH2:12])=[S:33])[CH2:13][c:14]1[cH:15][c:16]2[cH:17][cH:18][cH:19][cH:20][c:21]2[cH:22][cH:23]1.